From a dataset of the Open Reaction Database (ORD), a public repository of structured organic reaction records. describe an organic reaction: reactants, conditions, products, and yield Starting materials: O=C(CBr)c1ccccc1, CCO, C[S-], [Na+], O. The product is CSCC(=O)c1ccccc1. As a reaction SMILES: [Br:1][CH2:2][C:3](=[O:4])[c:5]1[cH:6][cH:7][cH:8][cH:9][cH:10]1.[CH3:11][CH2:12][OH:13].[CH3:14][S-:15].[Na+:16].[OH2:17]>>[CH2:2]([C:3](=[O:4])[c:5]1[cH:6][cH:7][cH:8][cH:9][cH:10]1)[S:15][CH3:14].